From a dataset of the Open Reaction Database (ORD), a public repository of structured organic reaction records. describe an organic reaction: reactants, conditions, products, and yield As a reaction SMILES: [Br:1][c:2]1[c:3]([C:11]([F:12])([F:13])[F:14])[cH:4][c:5]([N:8]=[C:9]=[O:10])[cH:6][cH:7]1.[CH3:15][NH:16][C:17](=[O:18])[c:19]1[n:20][cH:21][cH:22][c:23]([O:25][c:26]2[cH:27][cH:28][c:29]([NH2:30])[cH:31][cH:32]2)[cH:24]1.[Cl:33][CH2:34][Cl:35]>>[Br:1][c:2]1[c:3]([C:11]([F:12])([F:13])[F:14])[cH:4][c:5]([NH:8][C:9](=[O:10])[NH:30][c:29]2[cH:28][cH:27][c:26]([O:25][c:23]3[cH:22][cH:21][n:20][c:19]([C:17]([NH:16][CH3:15])=[O:18])[cH:24]3)[cH:32][cH:31]2)[cH:6][cH:7]1. Product: CNC(=O)c1cc(Oc2ccc(NC(=O)Nc3ccc(Br)c(C(F)(F)F)c3)cc2)ccn1. Starting materials: O=C=Nc1ccc(Br)c(C(F)(F)F)c1, CNC(=O)c1cc(Oc2ccc(N)cc2)ccn1, ClCCl.